This data is from the Open Reaction Database (ORD), a public repository of structured organic reaction records. The task is: describe an organic reaction: reactants, conditions, products, and yield Reactants: COc1cc(OC)nc(S(C)(=O)=O)n1, Cc1ncc(-c2c(O)cccc2F)o1, O=C([O-])[O-], CN(C)C=O, O. Yields the product COc1cc(OC)nc(Oc2cccc(F)c2-c2cnc(C)o2)n1. As a reaction SMILES: [CH3:20][S:21](=[O:22])(=[O:23])[c:24]1[n:25][c:26]([O:32][CH3:33])[cH:27][c:28]([O:30][CH3:31])[n:29]1.[CH3:6][c:7]1[o:8][c:9](-[c:12]2[c:13]([OH:19])[cH:14][cH:15][cH:16][c:17]2[F:18])[cH:10][n:11]1.[O-:34][C:35](=[O:36])[O-:37].[O:1]=[CH:2][N:3]([CH3:4])[CH3:5].[OH2:38]>>[CH3:6][c:7]1[o:8][c:9](-[c:12]2[c:13]([O:19][c:24]3[n:25][c:26]([O:32][CH3:33])[cH:27][c:28]([O:30][CH3:31])[n:29]3)[cH:14][cH:15][cH:16][c:17]2[F:18])[cH:10][n:11]1.